describe an organic reaction: reactants, conditions, products, and yield From a dataset of the Open Reaction Database (ORD), a public repository of structured organic reaction records. RXN SMILES: [BrH:10].[N:11]([O-:12])=[O:13].[NH2:1][c:2]1[cH:3][cH:4][cH:5][c:6]([Cl:7])[c:8]1[Cl:9].[Na+:14].[OH2:15]>>[c:2]1([Br:10])[cH:3][cH:4][cH:5][c:6]([Cl:7])[c:8]1[Cl:9]. Starting materials: Br, O=N[O-], Nc1cccc(Cl)c1Cl, [Na+], O. Product: Clc1cccc(Br)c1Cl. Starting materials: C(C)[C@@H]1[C@@H]([C@H](CC=C1)C)C(C)=O (1-(rel-(1R,2S,6S)-2-ethyl-6-methylcyclohex-3-enyl)ethan-1-one), C(C)[C@@H]1[C@@H]([C@H](CC=C1)C)C(C)=O (1-(rel-(1R,2S,6S)-2-ethyl-6-methylcyclohex-3-enyl)ethan-1-one), CC[O-].[Na+] (EtONa), C(C)[C@@H]1[C@@H]([C@H](CC=C1)C)C(C)=O (1-(rel-(1R,2S,6S)-2-ethyl-6-methylcyclohex-3-enyl)ethan-1-one), [Li+].CC(C)[N-]C(C)C (LDA), C(=O)C (AcH), CC=1C=CC(=CC1)S(=O)(=O)O.O (PTSA.H2O). Yields the product C(C)[C@@H]1[C@H]([C@H](CC=C1)C)C(\C=C\C)=O ((2E)-1-(rel-(1S,2S,6S)-2-Ethyl-6-methylcyclohex-3-enyl)but-2-en-1-one). Solvent: C(C)O (ethanol), C1CCCCC1 (cyclohexane), O (water), C1CCOC1 (THF). RXN SMILES: [CH2:1]([C@H:3]1[CH:8]=[CH:7][CH2:6][C@H:5]([CH3:9])[C@H:4]1[C:10](=[O:12])[CH3:11])[CH3:2].[CH3:13][CH2:14][O-].[Na+].[Li+].CC([N-]C(C)C)C.C(C)=O.CC1C=CC(S(O)(=O)=O)=CC=1.O>C(O)C.C1CCCCC1.O.C1COCC1>[CH2:1]([C@H:3]1[CH:8]=[CH:7][CH2:6][C@H:5]([CH3:9])[C@@H:4]1[C:10](=[O:12])/[CH:11]=[CH:13]/[CH3:14])[CH3:2] |f:1.2,3.4,6.7|. Reported procedure: A crude 80:20 mixture of 1-(rel-(1S,2S,6S)-/1-(rel-(1R,2S,6S)-2-ethyl-6-methylcyclohex-3-enyl)ethan-1-one (2.6 g) was prepared as described in Example 2 by EtONa catalyzed epimerization of 1-(rel-(1R,2S,6S)-2-ethyl-6-methylcyclohex-3-enyl)ethan-1-one (3.15 g, 18.9 mmol, Example 3) in ethanol (30 ml) at reflux (25 h). Aldolisation (LDA, AcH, THF) and water-elimination (PTSA.H2O, cyclohexane, reflux, 45 min.) gave a 83:17 mixture of 1-(rel-(1S,2S,6S)-/1-(rel-(1R,2S,6S)-2-ethyl-6-methylcyclohex-3-e... Starting materials: C(C1=CC=CC=C1)N(CC1=CC=CC=C1)[C@H](C=O)C ((S)-2-(N,N-Dibenzylamino)-propionaldehyde), BrCCCCCCCCCCCCCCCC (1-bromohexadecane). Product: C(C1=CC=CC=C1)N(CC1=CC=CC=C1)[C@@H](C)[C@@H](CCCCCCCCCCCCCCCC)O ((2S,3R)-2-(N,N-Dibenzylamino)-3-nonadecanol), oil. Isolated yield 51.0%. RXN SMILES: [CH2:1]([N:8]([C@@H:16]([CH3:19])[CH:17]=[O:18])[CH2:9][C:10]1[CH:15]=[CH:14][CH:13]=[CH:12][CH:11]=1)[C:2]1[CH:7]=[CH:6][CH:5]=[CH:4][CH:3]=1.Br[CH2:21][CH2:22][CH2:23][CH2:24][CH2:25][CH2:26][CH2:27][CH2:28][CH2:29][CH2:30][CH2:31][CH2:32][CH2:33][CH2:34][CH2:35][CH3:36]>>[CH2:9]([N:8]([C@H:16]([C@H:17]([OH:18])[CH2:36][CH2:35][CH2:34][CH2:33][CH2:32][CH2:31][CH2:30][CH2:29][CH2:28][CH2:27][CH2:26][CH2:25][CH2:24][CH2:23][CH2:22][CH3:21])[CH3:19])[CH2:1][C:2]1[CH:7]=[CH:6][CH:5]=[CH:4][CH:3]=1)[C:10]1[CH:15]=[CH:14][CH:13]=[CH:12][CH:11]=1. Reported procedure: According to the method of Example 26, from aldehyde 4 (294 mg, 1.16 mmol) and 1-bromohexadecane (1.42 g, 4.64 mmol), alcohol 42 was obtained as a colorless oil (283 mg, 51% yield). Reaction SMILES: Cl[CH2:2][C:3]1[N:4]=[C:5]([C:8]2[CH:9]=[C:10]([C:14]3[CH2:20][C:19](=[O:21])[NH:18][C:17]4[CH:22]=[C:23]([N:26]5[CH:30]=[CH:29][CH:28]=[CH:27]5)[CH:24]=[CH:25][C:16]=4[N:15]=3)[CH:11]=[CH:12][CH:13]=2)[O:6][CH:7]=1.[NH:31]1[CH2:36][CH2:35][O:34][CH2:33][CH2:32]1>CCO.O>[N:31]1([CH2:2][C:3]2[N:4]=[C:5]([C:8]3[CH:9]=[C:10]([C:14]4[CH2:20][C:19](=[O:21])[NH:18][C:17]5[CH:22]=[C:23]([N:26]6[CH:30]=[CH:29][CH:28]=[CH:27]6)[CH:24]=[CH:25][C:16]=5[N:15]=4)[CH:11]=[CH:12][CH:13]=3)[O:6][CH:7]=2)[CH2:36][CH2:35][O:34][CH2:33][CH2:32]1. Run in CCO (EtOH), O (H2O). Product: N1(CCOCC1)CC=1N=C(OC1)C=1C=C(C=CC1)C1=NC2=C(NC(C1)=O)C=C(C=C2)N2C=CC=C2 (4-[3-(4-Morpholin-4-ylmethyl-oxazol-2-yl)-phenyl]-8-pyrrol-1-yl-1,3-dihydro-benzo[b][1,4]diazepin-2-one). Reactants: ClCC=1N=C(OC1)C=1C=C(C=CC1)C1=NC2=C(NC(C1)=O)C=C(C=C2)N2C=CC=C2 (4-[3-(4-chloromethyl-oxazol-2-yl)-phenyl]-8-pyrrol-1-yl-1,3-dihydro-benzo[b][1,4]diazepin-2-one), N1CCOCC1 (morpholine). Procedure: A mixture of 4-[3-(4-chloromethyl-oxazol-2-yl)-phenyl]-8-pyrrol-1-yl-1,3-dihydro-benzo[b][1,4]diazepin-2-one (Example 78a) (125 mg), morpholine (0.25 mL) and KI (5 mg) in EtOH (1 mL) was stirred at 60° C. for 2 h. in H2O (20 mL) was added to the cooled solution and the precipitate was collected by filtration and purified by chromatography on silica gel using MeOH as eluent. The product was stirred with 20% aqueous MeOH (10 mL) the pH of the mixture being set to 11 by addition of 1N NaOH solution...